This data is from the Open Reaction Database (ORD), a public repository of structured organic reaction records. The task is: describe an organic reaction: reactants, conditions, products, and yield The reactants are C1(CCC1)O (cyclobutanol), CC1(C(C1\C=C/C(=O)OC1CCCCC1)C(=O)O)C (2,2-dimethyl-3-[Z-2-(cyclohexyloxycarbonyl)-ethenyl]-cyclopropane-carboxylic acid), CC1(C(C1\C=C/C(=O)O)C(=O)[O-])C (2,2-dimethyl-3-[Z-2-carboxy-ethenyl]-cyclopropane-carboxylate), C1(CCCCC1)N=C=NC1CCCCC1 (dicyclohexylcarbodiimide). The reagents and catalysts are CN(C1=CC=NC=C1)C (4-dimethylamino-pyridine). Run in C(Cl)Cl (methylene chloride), C(Cl)Cl (methylene chloride). Yields the product CC1([C@@H]([C@@H]1\C=C/C(=O)OC1CCC1)C(=O)OC(C)(C)C)C (tert.-butyl (1R,cis) 2,2-dimethyl-3-[Z-2-(cyclobutoxycarbonyl)-ethenyl]-cyclopropane-carboxylate). Reaction SMILES: C1(O)CCC1.[CH3:6][C:7]1([CH3:24])[CH:9](/[CH:10]=[CH:11]\[C:12]([O:14][CH:15]2[CH2:20][CH2:19][CH2:18]CC2)=[O:13])[CH:8]1[C:21]([OH:23])=[O:22].[CH3:25][C:26]1(C)[CH:28](/C=C\C(O)=O)[CH:27]1C([O-])=O.C1(N=C=NC2CCCCC2)CCCCC1>C(Cl)Cl.CN(C)C1C=CN=CC=1>[CH3:24][C:7]1([CH3:6])[C@@H:9](/[CH:10]=[CH:11]\[C:12]([O:14][CH:15]2[CH2:20][CH2:19][CH2:18]2)=[O:13])[C@H:8]1[C:21]([O:23][C:26]([CH3:28])([CH3:27])[CH3:25])=[O:22]. Procedure details: 1.7 ml of cyclobutanol were added to a solution of 4 g of tert.-butyl (1R, cis) 2,2-dimethyl-3-[Z-2-carboxy-ethenyl]-cyclopropane-carboxylate in 20 ml of methylene chloride and 3.45 g of dicyclohexylcarbodiimide and a solution of 28 mg of 4-dimethylamino-pyridine in 20 ml of methylene chloride were added thereto at 0° to 5° C. with stirring. The mixture was stirred for 2 hours at 5° C. and 2 hours at room temperature and was then filtered. The filtrate was evaporated to dryness under reduced pre... Reactants: S(O)(O)(=O)=O (sulfuric acid), COC(C(=O)NCC1=CC=C(C=C1)C)OC (2,2-dimethoxy-N-(4-methylbenzyl)-acetamide), N (NH3). Run in ice. Run at time 8 hour. Product: CC=1C=C2C=C(N=CC2=CC1)O (6-Methylisoquinolin-3-ol). As a reaction SMILES: S(=O)(=O)(O)O.CO[CH:8](OC)[C:9]([NH:11][CH2:12][C:13]1[CH:18]=[CH:17][C:16]([CH3:19])=[CH:15][CH:14]=1)=[O:10].N>>[CH3:19][C:16]1[CH:15]=[C:14]2[C:13](=[CH:18][CH:17]=1)[CH:12]=[N:11][C:9]([OH:10])=[CH:8]2. Procedure details: Concentrated sulfuric acid (18 M; 11.0 mL) was added to 2,2-dimethoxy-N-(4-methylbenzyl)-acetamide (1.95 g, 8.73 mmol) at ambient temperature, and the solution was stirred overnight at ambient temperature. The reaction mixture was added to ≈100 mL of ice, and the pH of the mixture was adjusted to ≈5 with concentrated aq. NH3 solution. The yellow precipitate was filtered off, washed with water, and dried in vacuo overnight to give the title compound as yellow solid. It was used in the next step w... The reactants are ClCC=1C=C(C=CC1)NC(C(=O)OC)C1=CC=CC=C1 (methyl N-(3-chloromethylphenyl)aminophenylacetate), [N-]=[N+]=[N-].[Na+] (sodium azide), N(=[N+]=[N-])CC=1C=C(C=CC1)NC(C(=O)OC)C1=CC=CC=C1 (methyl N-(3-azidomethylphenyl)aminophenylacetate), S(=O)(Cl)Cl (thionyl chloride). The reagents and catalysts are [Pd] (Pd/C). Run in C(C)(=O)OCC (ethyl acetate). Yields the product NCC=1C=C(C=CC1)NC(C(=O)OC)C1=CC=CC=C1 (methyl N-(3-aminomethylphenyl)aminophenyl-acetate). As a reaction SMILES: S(Cl)(Cl)=O.ClCC1C=C(NC(C2C=CC=CC=2)C(OC)=O)C=CC=1.[N-]=[N+]=[N-].[Na+].[N:29]([CH2:32][C:33]1[CH:34]=[C:35]([NH:39][CH:40]([C:45]2[CH:50]=[CH:49][CH:48]=[CH:47][CH:46]=2)[C:41]([O:43][CH3:44])=[O:42])[CH:36]=[CH:37][CH:38]=1)=[N+]=[N-]>C(OCC)(=O)C.[Pd]>[NH2:29][CH2:32][C:33]1[CH:34]=[C:35]([NH:39][CH:40]([C:45]2[CH:46]=[CH:47][CH:48]=[CH:49][CH:50]=2)[C:41]([O:43][CH3:44])=[O:42])[CH:36]=[CH:37][CH:38]=1 |f:2.3|. Reported procedure: Equimolar amounts of methyl (R,S)-2-bromo-2-phenylacetate and 3-hydroxymethylaniline are reacted to give methyl N-(3-hydroxymethylphenyl)aminophenyl-acetate. By reaction with thionyl chloride to give methyl N-(3-chloromethylphenyl)aminophenylacetate and subsequent reaction with sodium azide, methyl N-(3-azidomethylphenyl)aminophenylacetate (“A”) is obtained. A solution of 9.2 g of “A” in 350 ml of ethyl acetate is hydrogenated for 35 minutes in the presence of 1 g of Pd/C (5%). After removing th... Starting materials: C1(CC1)C(CC(=O)OC)C1=CC(=C(C=C1)F)OCC1=NC(=C(C=C1)C1=C(C=CC(=C1)OC)F)CC(C)(C)C (methyl 3-cyclopropyl-3-(3-((6-(2,2-dimethylpropyl)-5-(2-fluoro-5-methoxyphenyl)pyridin-2-yl)methoxy)-4-fluorophenyl)propanoate), [OH-].[Na+] (sodium hydroxide). Run in CO (methanol), C1CCOC1 (THF), O (water). Run at time 15 hour. The product is C1(CC1)C(CC(=O)O)C1=CC(=C(C=C1)F)OCC1=NC(=C(C=C1)C1=C(C=CC(=C1)OC)F)CC(C)(C)C (3-cyclopropyl-3-(3-((6-(2,2-dimethylpropyl)-5-(2-fluoro-5-methoxyphenyl)pyridin-2-yl)methoxy)-4-fluorophenyl)propanoic acid). The yield is 89.9%. As a reaction SMILES: [CH:1]1([CH:4]([C:10]2[CH:15]=[CH:14][C:13]([F:16])=[C:12]([O:17][CH2:18][C:19]3[CH:24]=[CH:23][C:22]([C:25]4[CH:30]=[C:29]([O:31][CH3:32])[CH:28]=[CH:27][C:26]=4[F:33])=[C:21]([CH2:34][C:35]([CH3:38])([CH3:37])[CH3:36])[N:20]=3)[CH:11]=2)[CH2:5][C:6]([O:8]C)=[O:7])[CH2:3][CH2:2]1.[OH-].[Na+]>CO.C1COCC1.O>[CH:1]1([CH:4]([C:10]2[CH:15]=[CH:14][C:13]([F:16])=[C:12]([O:17][CH2:18][C:19]3[CH:24]=[CH:23][C:22]([C:25]4[CH:30]=[C:29]([O:31][CH3:32])[CH:28]=[CH:27][C:26]=4[F:33])=[C:21]([CH2:34][C:35]([CH3:38])([CH3:37])[CH3:36])[N:20]=3)[CH:11]=2)[CH2:5][C:6]([OH:8])=[O:7])[CH2:2][CH2:3]1 |f:1.2|. Procedure details: To a solution of methyl 3-cyclopropyl-3-(3-((6-(2,2-dimethylpropyl)-5-(2-fluoro-5-methoxyphenyl)pyridin-2-yl)methoxy)-4-fluorophenyl)propanoate (400 mg) in methanol (5.0 mL) and THF (10 mL) was added a solution of sodium hydroxide (305 mg) in water (10 mL), and the mixture was stirred at room temperature for 15 hr. The reaction mixture was concentrated under reduced pressure, and 1N hydrochloric acid was added to the residue to adjust to pH<4. The reaction mixture was extracted with ethyl acetat...